This data is from the Open Reaction Database (ORD), a public repository of structured organic reaction records. The task is: describe an organic reaction: reactants, conditions, products, and yield Starting materials: C(C)(=O)C=1C=C(C(=C(C1C1=CC(=CC=C1)F)C(=O)N)C)Cl (6-acetyl-4-chloro-3′-fluoro-3-methylbiphenyl-2-carboxamide), C(C)(=O)[O-].[NH4+] (ammonium acetate), C(#N)[BH3-].[Na+] (sodium cyanoborohydride). Run in CO (methanol), C(C)#N (acetonitrile). Run at temperature 65 celsius. Yields the product NC(C)C=1C=C(C(=C(C1C1=CC(=CC=C1)F)C(=O)N)C)Cl (6-(1-Aminoethyl)-4-chloro-3′-fluoro-3-methylbiphenyl-2-carboxamide). RXN SMILES: [C:1]([C:4]1[CH:5]=[C:6]([Cl:21])[C:7]([CH3:20])=[C:8]([C:17]([NH2:19])=[O:18])[C:9]=1[C:10]1[CH:15]=[CH:14][CH:13]=[C:12]([F:16])[CH:11]=1)(=O)[CH3:2].C([O-])(=O)C.[NH4+].C([BH3-])#[N:28].[Na+]>CO.C(#N)C>[NH2:28][CH:1]([C:4]1[CH:5]=[C:6]([Cl:21])[C:7]([CH3:20])=[C:8]([C:17]([NH2:19])=[O:18])[C:9]=1[C:10]1[CH:15]=[CH:14][CH:13]=[C:12]([F:16])[CH:11]=1)[CH3:2] |f:1.2,3.4|. Reported procedure: A mixture of 6-acetyl-4-chloro-3′-fluoro-3-methylbiphenyl-2-carboxamide (110 mg, 0.34 mmol) and ammonium acetate (270 mg, 3.4 mmol) in methanol (1.9 mL) and acetonitrile (2.0 mL) was heated at 65° C. in a sealed tube for 30 min. The mixture was cooled and sodium cyanoborohydride (43 mg, 0.69 mmol) was added. The reaction was heated at 65° C. for another 4 hours. The mixture was cooled, quenched with saturated sodium bicarbonate, and extracted with dichloromethane. The combined extracts were drie... The reactants are Br, ClC(Cl)(Cl)Cl, O=c1[nH]nc2n1-c1ccc(Cl)cc1C(c1ccccc1F)CC2. Yields the product O=c1[nH]nc2n1-c1ccc(Cl)cc1C(c1ccccc1F)=CC2. RXN SMILES: [Br:24].[C:25]([Cl:26])([Cl:27])([Cl:28])[Cl:29].[Cl:1][c:2]1[cH:3][cH:4][c:5]2[c:6]([cH:23]1)[CH:7]([c:16]1[c:17]([F:22])[cH:18][cH:19][cH:20][cH:21]1)[CH2:8][CH2:9][c:10]1[n:11]-2[c:12](=[O:15])[nH:13][n:14]1>>[Cl:1][c:2]1[cH:3][cH:4][c:5]2[c:6]([cH:23]1)[C:7]([c:16]1[c:17]([F:22])[cH:18][cH:19][cH:20][cH:21]1)=[CH:8][CH2:9][c:10]1[n:11]-2[c:12](=[O:15])[nH:13][n:14]1. Reactants: P(=O)(Cl)(Cl)Cl (phosphorus oxychloride), NC=1SC=C(N1)/C(/C(=O)O)=N/O[C@@H](C1=CC(=C(C=C1)OC(C)=O)OC(C)=O)C(=O)OC(C1=CC=CC=C1)C1=CC=CC=C1 (2-(2-amino-4-thiazolyl)-2-[Z-[(S)-diphenylmethyloxycarbonyl(3,4-diacetoxyphenyl)methyl]oxyimino]acetic acid), C1(=CC=C(C=C1)S(=O)(=O)O)C.COC1=CC=C(COC(=O)C=2N3C([C@H]([C@H]3SCC2CCl)N)=O)C=C1 ((6R,7R)-7-amino-3-chloromethyl-8-oxo-5-thia-1-azabicyclo[4.2.0]oct-2-ene-2-carboxylic acid p-methoxybenzyl ester p-toluenesulfonate), C1(CCCCC1)NC1CCCCC1 (dicyclohexylamine), CCN(CC)C=1C=CC=CC1 (diethylaniline). Solvent: C(C)(=O)OCC (Ethyl acetate), ClCCl (dichloromethane), ClCCl (dichloromethane). Reaction conditions: temperature -15 celsius, time 1.5 hour. The product is COC1=CC=C(COC(=O)C=2N3C([C@H]([C@H]3SCC2CCl)NC(\C(=N/O[C@@H](C2=CC(=C(C=C2)OC(C)=O)OC(C)=O)C(=O)OC(C2=CC=CC=C2)C2=CC=CC=C2)\C=2N=C(SC2)N)=O)=O)C=C1 ((6R,7R)-7-[2-(2-amino-4-thiazolyl)-2-[Z-[(S)-diphenylmethyloxycarbonyl-(3,4-diacetoxyphenyl)methyl]oxyimino]acetamido]-3-chloromethyl-8-oxo-5-thia-1-azabicyclo[4.2.0]oct-2-ene-2-carboxylic acid p-methoxybenzyl ester). The yield is 86.9%. Reaction SMILES: [NH2:1][C:2]1[S:3][CH:4]=[C:5](/[C:7](=[N:11]/[O:12][C@H:13]([C:28]([O:30][CH:31]([C:38]2[CH:43]=[CH:42][CH:41]=[CH:40][CH:39]=2)[C:32]2[CH:37]=[CH:36][CH:35]=[CH:34][CH:33]=2)=[O:29])[C:14]2[CH:19]=[CH:18][C:17]([O:20][C:21](=[O:23])[CH3:22])=[C:16]([O:24][C:25](=[O:27])[CH3:26])[CH:15]=2)/[C:8](O)=[O:9])[N:6]=1.C1(C)C=CC(S(O)(=O)=O)=CC=1.[CH3:55][O:56][C:57]1[CH:78]=[CH:77][C:60]([CH2:61][O:62][C:63]([C:65]2[N:66]3[C@H:69]([S:70][CH2:71][C:72]=2[CH2:73][Cl:74])[C@H:68]([NH2:75])[C:67]3=[O:76])=[O:64])=[CH:59][CH:58]=1.C1(NC2CCCCC2)CCCCC1.CCN(C1C=CC=CC=1)CC.P(Cl)(Cl)(Cl)=O>ClCCl.C(OCC)(=O)C>[CH3:55][O:56][C:57]1[CH:58]=[CH:59][C:60]([CH2:61][O:62][C:63]([C:65]2[N:66]3[C@H:69]([S:70][CH2:71][C:72]=2[CH2:73][Cl:74])[C@H:68]([NH:75][C:8](=[O:9])/[C:7](/[C:5]2[N:6]=[C:2]([NH2:1])[S:3][CH:4]=2)=[N:11]\[O:12][C@H:13]([C:28]([O:30][CH:31]([C:32]2[CH:33]=[CH:34][CH:35]=[CH:36][CH:37]=2)[C:38]2[CH:43]=[CH:42][CH:41]=[CH:40][CH:39]=2)=[O:29])[C:14]2[CH:19]=[CH:18][C:17]([O:20][C:21](=[O:23])[CH3:22])=[C:16]([O:24][C:25](=[O:27])[CH3:26])[CH:15]=2)[C:67]3=[O:76])=[O:64])=[CH:77][CH:78]=1 |f:1.2|. Reported procedure: To a suspension containing the product obtained in Step 5 (21.8 g) and (6R,7R)-7-amino-3-chloromethyl-8-oxo-5-thia-1-azabicyclo[4.2.0]oct-2-ene-2-carboxylic acid p-methoxybenzyl ester p-toluenesulfonate (19.5 g) in dry dichloromethane (250 ml) were added dicyclohexylamine (7.2 ml) and diethylaniline (11.5 ml), and the mixture was cooled to -15° C. A solution of phosphorus oxychloride (3.4 ml) in dry dichloromethane (30 ml) was added dropwise to the suspension over a period of 40 minutes, and the... The reactants are solution, C(CCC)[Li] (n-butyl lithium), CC=1N=C2SC3=C(N2C1)C=CC=C3 (2-Methylimidazo[2,1-b]benzothiazole), C(=O)=O (dry ice), [OH-].[Na+] (sodium hydroxide). The solvent is CCCCCC (n-hexane), O1CCCC1 (tetrahydrofuran). Run at temperature -78 celsius, time 30 minute. Yields the product CC=1N=C2SC3=C(N2C1C(=O)O)C=CC=C3 (2-methylimidazo[2,1-b]benzothiazole-3-carboxylic acid). As a reaction SMILES: [CH3:1][C:2]1[N:3]=[C:4]2[N:8]([CH:9]=1)[C:7]1[CH:10]=[CH:11][CH:12]=[CH:13][C:6]=1[S:5]2.C([Li])CCC.[C:19](=[O:21])=[O:20].[OH-].[Na+]>O1CCCC1.CCCCCC>[CH3:1][C:2]1[N:3]=[C:4]2[N:8]([C:9]=1[C:19]([OH:21])=[O:20])[C:7]1[CH:10]=[CH:11][CH:12]=[CH:13][C:6]=1[S:5]2 |f:3.4|. Procedure: 2-Methylimidazo[2,1-b]benzothiazole, 18.8 g, was suspended in 100 ml of dry tetrahydrofuran. Under cooling (at -78° C.), 100 ml of a solution of n-butyl lithium in n-hexane was dropwise added to the suspension over 15 minutes. After completion of the dropwise addition, the temperature was gradually raised and stirring was performed at 0° C. for 30 minutes. The mixture was again cooled to -78° C. After adding an excess of dry ice, the temperature was gradually raised and stirring was performed at... The reactants are COC1=C(C(=CC(=C1)I)OC)O (2,6-dimethoxy-4-iodophenol), C([O-])([O-])=O.[K+].[K+] (potassium carbonate), C(C)(C)I (isopropyl iodide). The solvent is CN(C)C=O (DMF). Run at temperature 60 celsius, time 3 hour. Yields the product COC1=C(C(=CC(=C1)I)OC)OC(C)C (1,3-Dimethoxy-5-iodo-2-isopropoxybenzene). As a reaction SMILES: [CH3:1][O:2][C:3]1[CH:8]=[C:7]([I:9])[CH:6]=[C:5]([O:10][CH3:11])[C:4]=1[OH:12].C(=O)([O-])[O-].[K+].[K+].[CH:19](I)([CH3:21])[CH3:20]>CN(C=O)C>[CH3:11][O:10][C:5]1[CH:6]=[C:7]([I:9])[CH:8]=[C:3]([O:2][CH3:1])[C:4]=1[O:12][CH:19]([CH3:21])[CH3:20] |f:1.2.3|. Procedure: To a suspension of 2,6-dimethoxy-4-iodophenol (1.0 g) and potassium carbonate (938 mg) in DMF (10 mL) was added isopropyl iodide (507 □L). The mixture was stirred at 60° C. for 3 hours and evaporated. Ethyl acetate and water were added to the residue, the organic layer was separated, washed with brine, dried over anhydrous sodium sulfate and evaporated. The residue was applied to a column of silica gel using hexane-ethyl acetate (5:1) as an eluent to give the title compound. Starting materials: FC=1C=C(N)C=CC1CCS(=O)(=O)C (3-fluoro-4-(2-(methylsulfonyl)ethyl)aniline), N1=CC=CC=C1 (pyridine), ClC(=O)OC1=CC=CC=C1 (phenyl chloroformate). Solvent: CC(=O)C.CN(C)C=O (acetone DMF). Reaction conditions: time 1 hour. Yields the product FC=1C=C(C=CC1CCS(=O)(=O)C)NC(OC1=CC=CC=C1)=O (phenyl 3-fluoro-4-(2-(methylsulfonyl)ethyl)phenylcarbamate). The yield is 83.8%. Reaction SMILES: [F:1][C:2]1[CH:3]=[C:4]([CH:6]=[CH:7][C:8]=1[CH2:9][CH2:10][S:11]([CH3:14])(=[O:13])=[O:12])[NH2:5].N1C=CC=CC=1.Cl[C:22]([O:24][C:25]1[CH:30]=[CH:29][CH:28]=[CH:27][CH:26]=1)=[O:23]>CC(C)=O.CN(C=O)C>[F:1][C:2]1[CH:3]=[C:4]([NH:5][C:22](=[O:23])[O:24][C:25]2[CH:30]=[CH:29][CH:28]=[CH:27][CH:26]=2)[CH:6]=[CH:7][C:8]=1[CH2:9][CH2:10][S:11]([CH3:14])(=[O:13])=[O:12] |f:3.4|. Procedure: To a stirred solution of 3-fluoro-4-(2-(methylsulfonyl)ethyl)aniline (200 mg, 0.92 mmol) in acetone/DMF (3 mL+1.27 mL), pyridine (0.222 mL, 2.76 mmol) was added dropwise phenyl chloroformate (0.152 mL, 1.197 mmol) at 0° C. and the mixture was stirred at room temperature for 1 h. The acetone was evaporated and the residue was diluted with DCM (30 mL). The mixture was washed with saturated NaHCO3 solution (15 mL) and the organic layer extracted with DCM (2×20 mL). The combined organic layer was dr...